Dataset: the Open Reaction Database (ORD), a public repository of structured organic reaction records. Task: describe an organic reaction: reactants, conditions, products, and yield Starting materials: CCc1ccnc(C(CC(=O)N2CCC(N3Cc4ccccc4NC3=O)CC2)Cc2cc(C)c3nn(COCC[Si](C)(C)C)cc3c2)c1, CCCC[N+](CCCC)(CCCC)CCCC, [F-], C1CCOC1. Product: CCc1ccnc(C(CC(=O)N2CCC(N3Cc4ccccc4NC3=O)CC2)Cc2cc(C)c3[nH]ncc3c2)c1. RXN SMILES: [CH2:1]([CH3:2])[c:3]1[cH:4][c:5]([CH:9]([CH2:10][C:11](=[O:12])[N:13]2[CH2:14][CH2:15][CH:16]([N:19]3[C:20](=[O:29])[NH:21][c:22]4[cH:23][cH:24][cH:25][cH:26][c:27]4[CH2:28]3)[CH2:17][CH2:18]2)[CH2:30][c:31]2[cH:32][c:33]3[cH:34][n:35]([CH2:41][O:42][CH2:43][CH2:44][Si:45]([CH3:46])([CH3:47])[CH3:48])[n:36][c:37]3[c:38]([CH3:40])[cH:39]2)[n:6][cH:7][cH:8]1.[CH3:50][CH2:51][CH2:52][CH2:53][N+:54]([CH2:55][CH2:56][CH2:57][CH3:58])([CH2:59][CH2:60][CH2:61][CH3:62])[CH2:63][CH2:64][CH2:65][CH3:66].[F-:49].[O:67]1[CH2:68][CH2:69][CH2:70][CH2:71]1>>[CH2:1]([CH3:2])[c:3]1[cH:4][c:5]([CH:9]([CH2:10][C:11](=[O:12])[N:13]2[CH2:14][CH2:15][CH:16]([N:19]3[C:20](=[O:29])[NH:21][c:22]4[cH:23][cH:24][cH:25][cH:26][c:27]4[CH2:28]3)[CH2:17][CH2:18]2)[CH2:30][c:31]2[cH:32][c:33]3[cH:34][n:35][nH:36][c:37]3[c:38]([CH3:40])[cH:39]2)[n:6][cH:7][cH:8]1.